describe an organic reaction: reactants, conditions, products, and yield From a dataset of the Open Reaction Database (ORD), a public repository of structured organic reaction records. Starting materials: OC=1C=C2CCC(NC2=CC1)=O (6-hydroxy-3,4-dihydroquinolin-2(1H)-one), C([O-])([O-])=O.[Cs+].[Cs+] (cesium carbonate), ClCCCN1[C@@H](CCC1)C ((2R)-1-(3-chloropropyl)-2-methylpyrrolidine). The solvent is C(C)#N (acetonitrile), O (water). Run at temperature 100 celsius, time 1 hour. The product is C[C@H]1N(CCC1)CCCOC=1C=C2CCC(NC2=CC1)=O ((2R)-6-[3-(2-methylpyrrolidin-1-yl)propoxy]-3,4-dihydroquinolin-2(1H)-one). Isolated yield 37.0%. Reaction SMILES: [OH:1][C:2]1[CH:3]=[C:4]2[C:9](=[CH:10][CH:11]=1)[NH:8][C:7](=[O:12])[CH2:6][CH2:5]2.C(=O)([O-])[O-].[Cs+].[Cs+].Cl[CH2:20][CH2:21][CH2:22][N:23]1[CH2:27][CH2:26][CH2:25][C@H:24]1[CH3:28]>C(#N)C.O>[CH3:28][C@@H:24]1[CH2:25][CH2:26][CH2:27][N:23]1[CH2:22][CH2:21][CH2:20][O:1][C:2]1[CH:3]=[C:4]2[C:9](=[CH:10][CH:11]=1)[NH:8][C:7](=[O:12])[CH2:6][CH2:5]2 |f:1.2.3|. Procedure details: To a solution of 6-hydroxy-3,4-dihydroquinolin-2(1H)-one (0.55 g) in acetonitrile (10 mL), cesium carbonate (2.0 g) and (2R)-1-(3-chloropropyl)-2-methylpyrrolidine prepared in Example 1-(1) (0.50 g) were added and stirred at 100° C. for 1 hour. The reaction mixture was diluted with water and extracted with ethyl acetate. The organic layer was dried over anhydrous magnesium sulfate and concentrated under reduced pressure, and the resulting residue was purified by NH-type silica gel column chromat...